This data is from the Open Reaction Database (ORD), a public repository of structured organic reaction records. The task is: describe an organic reaction: reactants, conditions, products, and yield Starting materials: ICCCCC(=O)OC (methyl δ-iodovalerate), N1CCCCC1 (piperidine). The solvent is C1=CC=CC=C1 (benzene). Product: N1(CCCCC1)CCCCC(=O)OC (methyl δ-piperidinovalerate). Reaction SMILES: I[CH2:2][CH2:3][CH2:4][CH2:5][C:6]([O:8][CH3:9])=[O:7].[NH:10]1[CH2:15][CH2:14][CH2:13][CH2:12][CH2:11]1>C1C=CC=CC=1>[N:10]1([CH2:2][CH2:3][CH2:4][CH2:5][C:6]([O:8][CH3:9])=[O:7])[CH2:15][CH2:14][CH2:13][CH2:12][CH2:11]1. Procedure: 30.0 g. (0.124 mole) of methyl δ-iodovalerate and 42.5 g. (0.50 mole) of piperidine were dissolved in 250 ml. of benzene and heated at 60° C. for 3 hours with stirring. A colorless solid began to appear shortly after the materials were combined. The solid was removed by suction filtration, and the benzene evaporated to give methyl δ-piperidinovalerate which distilled as 23.5 g. (95%) of colorless liquid, b.p. 122°-124° C. (12.5 mm.). Reactants: BrCC=Cc1ccccc1, CNC(=O)C#Cc1cc(OC)c(OC)c(OC)c1, CN(C)C=O, Cl, [H-], [Na+], O. Product: COc1cc(C#CC(=O)N(C)CC=Cc2ccccc2)cc(OC)c1OC. As a reaction SMILES: [CH2:21]([CH:22]=[CH:23][c:24]1[cH:25][cH:26][cH:27][cH:28][cH:29]1)[Br:30].[CH3:1][NH:2][C:3]([C:4]#[C:5][c:6]1[cH:7][c:8]([O:16][CH3:17])[c:9]([O:14][CH3:15])[c:10]([O:12][CH3:13])[cH:11]1)=[O:18].[CH3:32][N:33]([CH3:34])[CH:35]=[O:36].[ClH:31].[H-:19].[Na+:20].[OH2:37]>>[CH3:1][N:2]([C:3]([C:4]#[C:5][c:6]1[cH:7][c:8]([O:16][CH3:17])[c:9]([O:14][CH3:15])[c:10]([O:12][CH3:13])[cH:11]1)=[O:18])[CH2:21][CH:22]=[CH:23][c:24]1[cH:25][cH:26][cH:27][cH:28][cH:29]1. Starting materials: Br, CCCNC1Cc2ccc(-c3ccc(=O)[nH]n3)cc2C1, CC(C)COC(=O)Cl. As a reaction SMILES: [BrH:1].[CH2:2]([CH2:3][CH3:4])[NH:5][CH:6]1[CH2:7][c:8]2[cH:9][cH:10][c:11](-[c:15]3[cH:16][cH:17][c:18](=[O:21])[nH:19][n:20]3)[cH:12][c:13]2[CH2:14]1.[Cl:22][C:23](=[O:24])[O:25][CH2:26][CH:27]([CH3:28])[CH3:29]>>[CH2:2]([CH2:3][CH3:4])[N:5]([CH:6]1[CH2:7][c:8]2[cH:9][cH:10][c:11](-[c:15]3[cH:16][cH:17][c:18](=[O:21])[nH:19][n:20]3)[cH:12][c:13]2[CH2:14]1)[C:23](=[O:24])[O:25][CH2:26][CH:27]([CH3:28])[CH3:29]. Yields the product CCCN(C(=O)OCC(C)C)C1Cc2ccc(-c3ccc(=O)[nH]n3)cc2C1. Starting materials: CON=C1C[C@H](N(C1)C(=O)OC(C)(C)C)C(=O)OC (1-tert-butyl 2-methyl (2S,4EZ)-4-(methoxyimino)-1,2-pyrrolidinedicarboxylate), N1=CN=CC(=C1)C1=CC=C(C(=O)O)C=C1 (4-(5-pyrimidinyl)benzoic acid). The product is CON=C1C[C@H](N(C1)C(C1=CC=C(C=C1)C=1C=NC=NC1)=O)C(=O)OC (Methyl (2S,4EZ)-4-(methoxyimino)-1-[4-(5-pyrimidinyl)benzoyl]-2-pyrrolidinecarboxylate). Yield: 68.0%. RXN SMILES: [CH3:1][O:2][N:3]=[C:4]1[CH2:8][N:7]([C:9]([O:11]C(C)(C)C)=O)[C@H:6]([C:16]([O:18][CH3:19])=[O:17])[CH2:5]1.[N:20]1[CH:25]=[C:24]([C:26]2[CH:34]=[CH:33][C:29](C(O)=O)=[CH:28][CH:27]=2)[CH:23]=[N:22][CH:21]=1>>[CH3:1][O:2][N:3]=[C:4]1[CH2:8][N:7]([C:9](=[O:11])[C:29]2[CH:28]=[CH:27][C:26]([C:24]3[CH:25]=[N:20][CH:21]=[N:22][CH:23]=3)=[CH:34][CH:33]=2)[C@H:6]([C:16]([O:18][CH3:19])=[O:17])[CH2:5]1. Procedure details: Following the general methods as outlined in Example 4, starting from 1-tert-butyl 2-methyl (2S,4EZ)-4-(methoxyimino)-1,2-pyrrolidinedicarboxylate and 4-(5-pyrimidinyl)benzoic acid, the title compound was obtained, after flash-chromatography, as a mixture of two isomers as an oil in 68% yield (93.0% purity by HPLC).